From a dataset of the Open Reaction Database (ORD), a public repository of structured organic reaction records. describe an organic reaction: reactants, conditions, products, and yield Reactants: O.[OH-].[Li+] (Lithium hydroxide hydrate), C(C)(=O)OCCC(C)N1C(=NC=2C=NC=3C=C(C=CC3C21)Br)COC(C)=O (3-{2-[(acetyloxy)methyl]-7-bromo-1H-imidazo[4,5-c]quinolin-1-yl}butyl acetate). The solvent is CO (methanol). Conditions: time 2 day. Product: BrC=1C=CC=2C3=C(C=NC2C1)N=C(N3C(CCO)C)CO (3-[7-bromo-2-(hydroxymethyl)-1H-imidazo[4,5-c]quinolin-1-yl]butan-1-ol). Yield: 29.0%. Reaction SMILES: O.[OH-].[Li+].C([O:7][CH2:8][CH2:9][CH:10]([N:12]1[C:24]2[C:23]3[CH:22]=[CH:21][C:20]([Br:25])=[CH:19][C:18]=3[N:17]=[CH:16][C:15]=2[N:14]=[C:13]1[CH2:26][O:27]C(=O)C)[CH3:11])(=O)C>CO>[Br:25][C:20]1[CH:21]=[CH:22][C:23]2[C:24]3[N:12]([CH:10]([CH3:11])[CH2:9][CH2:8][OH:7])[C:13]([CH2:26][OH:27])=[N:14][C:15]=3[CH:16]=[N:17][C:18]=2[CH:19]=1 |f:0.1.2|. Procedure: Lithium hydroxide hydrate (5.3 g, 126 mmol) was added to a solution of 3-{2-[(acetyloxy)methyl]-7-bromo-1H-imidazo[4,5-c]quinolin-1-yl}butyl acetate (9.14 g, 21.0 mmol) in methanol (150 mL). The resulting mixture was stirred for two days at room temperature and filtered. The methanol was removed from the filtrate under reduced pressure. The crude product mixture was partitioned between dichloromethane and 10% aqueous sodium carbonate. The aqueous fraction was extracted with dichloromethane, and ...